This data is from the Open Reaction Database (ORD), a public repository of structured organic reaction records. The task is: describe an organic reaction: reactants, conditions, products, and yield Starting materials: C(=O)=O (carbon dioxide), C(C)(C)(C)OC([C@H]1N(CCC1)C(=O)OCC1=CC=CC=C1)=O (Benzyloxycarbonyl-L-proline tert.butyl ester), [H][H] (hydrogen). Reagents/catalysts: [Pd] (Pd on carbon). Solvent: C(C)O (ethanol). Product: C(C)(C)(C)OC([C@H]1NCCC1)=O (L-proline tert.butyl ester). Reaction SMILES: [C:1]([O:5][C:6](=[O:22])[C@@H:7]1[CH2:11][CH2:10][CH2:9][N:8]1C(OCC1C=CC=CC=1)=O)([CH3:4])([CH3:3])[CH3:2].C(=O)=O.[H][H]>C(O)C.[Pd]>[C:1]([O:5][C:6](=[O:22])[C@@H:7]1[CH2:11][CH2:10][CH2:9][NH:8]1)([CH3:4])([CH3:2])[CH3:3]. Procedure: Benzyloxycarbonyl-L-proline tert.butyl ester (205 g.) is dissolved in absolute ethanol (1.2 l) and hydrogenated at normal pressure with 10% Pd on carbon (10 g.) until only a trace of carbon dioxide is observed in the hydrogen exit gas (24 hours). The catalyst is filtered off and the filtrate is concentrated in vacuo at 30 mm Hg. The residue is distilled in vacuo, to obtain L-proline tert.butyl ester, b.p.1mm 50°-51°. Starting materials: O=C(O)Cc1ccc(C(=O)O)cc1I, [Cu], [K+], [OH-], Sc1ccc2c(c1)CCC2. Product: O=C(O)Cc1ccc(C(=O)O)cc1Sc1ccc2c(c1)CCC2. As a reaction SMILES: [C:13](=[O:14])([OH:15])[c:16]1[cH:17][c:18]([I:26])[c:19]([CH2:22][C:23](=[O:24])[OH:25])[cH:20][cH:21]1.[Cu:27].[K+:2].[OH-:1].[SH:3][c:4]1[cH:5][c:6]2[c:10]([cH:11][cH:12]1)[CH2:9][CH2:8][CH2:7]2>>[S:3]([c:4]1[cH:5][c:6]2[c:10]([cH:11][cH:12]1)[CH2:9][CH2:8][CH2:7]2)[c:18]1[cH:17][c:16]([C:13](=[O:14])[OH:15])[cH:21][cH:20][c:19]1[CH2:22][C:23](=[O:24])[OH:25]. Reactants: CCCCc1nc2c(C)cc(NC(=O)C(C)(C)C)cc2n1Cc1ccc(-c2ccccc2C(=O)OC(C)(C)C)cc1, ClCCl, O=C(O)C(F)(F)F. Product: CCCCc1nc2c(C)cc(NC(=O)C(C)(C)C)cc2n1Cc1ccc(-c2ccccc2C(=O)O)cc1. As a reaction SMILES: [CH2:1]([CH2:2][CH2:3][CH3:4])[c:5]1[n:6][c:7]2[c:8]([n:9]1[CH2:10][c:11]1[cH:12][cH:13][c:14](-[c:17]3[c:18]([C:23](=[O:24])[O:25][C:26]([CH3:27])([CH3:28])[CH3:29])[cH:19][cH:20][cH:21][cH:22]3)[cH:15][cH:16]1)[cH:30][c:31]([NH:35][C:36]([C:37]([CH3:38])([CH3:39])[CH3:40])=[O:41])[cH:32][c:33]2[CH3:34].[CH2:49]([Cl:50])[Cl:51].[OH:42][C:43]([C:44]([F:45])([F:46])[F:47])=[O:48]>>[CH2:1]([CH2:2][CH2:3][CH3:4])[c:5]1[n:6][c:7]2[c:8]([n:9]1[CH2:10][c:11]1[cH:12][cH:13][c:14](-[c:17]3[c:18]([C:23](=[O:24])[OH:25])[cH:19][cH:20][cH:21][cH:22]3)[cH:15][cH:16]1)[cH:30][c:31]([NH:35][C:36]([C:37]([CH3:38])([CH3:39])[CH3:40])=[O:41])[cH:32][c:33]2[CH3:34].